Dataset: the Open Reaction Database (ORD), a public repository of structured organic reaction records. Task: describe an organic reaction: reactants, conditions, products, and yield Reactants: C(C)(=O)NC1=NC(=CC(=N1)C)N(C)C (2-acetamido-4-methyl-6-dimethylaminopyrimidine), Cl.CC(CCl)(C)N(C)C (2-methyl-2-dimethylaminopropyl chloride hydrochloride). Product: CC(CNC1=NC(=CC(=N1)C)N(C)C)(C)N(C)C (2-(2-methyl-2-dimethylaminopropylamino)-4-methyl-6-dimethylaminopyrimidine). As a reaction SMILES: C([NH:4][C:5]1[N:10]=[C:9]([CH3:11])[CH:8]=[C:7]([N:12]([CH3:14])[CH3:13])[N:6]=1)(=O)C.Cl.[CH3:16][C:17]([N:21]([CH3:23])[CH3:22])([CH3:20])[CH2:18]Cl>>[CH3:16][C:17]([N:21]([CH3:23])[CH3:22])([CH3:20])[CH2:18][NH:4][C:5]1[N:10]=[C:9]([CH3:11])[CH:8]=[C:7]([N:12]([CH3:13])[CH3:14])[N:6]=1 |f:1.2|. Reported procedure: Following the procedure of Example 1 part A using 2-acetamido-4-methyl-6-dimethylaminopyrimidine and 2-methyl-2-dimethylaminopropyl chloride hydrochloride, there is obtained 2-(2-methyl-2-dimethylaminopropylamino)-4-methyl-6-dimethylaminopyrimidine. Reactants: resultant mixture, ice water, C1(CCCCC1)N=C=NC1CCCCC1 (Dicyclohexylcarbodiimide), C(=O)NC=1SC=C(N1)C(C(=O)NC1[C@@H]2N(C(=CCS2)C(=O)O)C1=O)=NOC (7-[2-(2-formamidothiazol-4-yl)-2-methoxyiminoacetamido]-3-cephem-4-carboxylic acid), C(CCCCCCCC)(=O)OCC(O)COC(CCCCCCCC)=O (2-n-nonanoyloxy-1-n-nonanoyloxymethylethanol), N1=CC=CC=C1 (pyridine). Run in O1CCCC1 (tetrahydrofuran). Reaction conditions: time 4 hour. Yields the product C(=O)NC=1SC=C(N1)C(C(=O)NC1[C@@H]2N(C(=CCS2)C(=O)OC(COC(CCCCCCCC)=O)COC(CCCCCCCC)=O)C1=O)=NOC (2-n-nonanoyloxy-1-n-nonanoyloxymethylethyl 7-[2-(2-formamidothiazol-4-yl)-2-methoxyiminoacetamido]-3-cephem-4-carboxylate). The yield is 28.9%. Reaction SMILES: C1(N=C=NC2CCCCC2)CCCCC1.[CH:16]([NH:18][C:19]1[S:20][CH:21]=[C:22]([C:24](=[N:40][O:41][CH3:42])[C:25]([NH:27][CH:28]2[C:38](=[O:39])[N:30]3[C:31]([C:35]([OH:37])=[O:36])=[CH:32][CH2:33][S:34][C@H:29]23)=[O:26])[N:23]=1)=[O:17].[C:43]([O:53][CH2:54][CH:55]([CH2:57][O:58][C:59](=[O:68])[CH2:60][CH2:61][CH2:62][CH2:63][CH2:64][CH2:65][CH2:66][CH3:67])O)(=[O:52])[CH2:44][CH2:45][CH2:46][CH2:47][CH2:48][CH2:49][CH2:50][CH3:51].N1C=CC=CC=1>O1CCCC1>[CH:16]([NH:18][C:19]1[S:20][CH:21]=[C:22]([C:24](=[N:40][O:41][CH3:42])[C:25]([NH:27][CH:28]2[C:38](=[O:39])[N:30]3[C:31]([C:35]([O:37][CH:55]([CH2:54][O:53][C:43](=[O:52])[CH2:44][CH2:45][CH2:46][CH2:47][CH2:48][CH2:49][CH2:50][CH3:51])[CH2:57][O:58][C:59](=[O:68])[CH2:60][CH2:61][CH2:62][CH2:63][CH2:64][CH2:65][CH2:66][CH3:67])=[O:36])=[CH:32][CH2:33][S:34][C@H:29]23)=[O:26])[N:23]=1)=[O:17]. Reported procedure: Dicyclohexylcarbodiimide (6.5 g) was added to a stirred solution of 7-[2-(2-formamidothiazol-4-yl)-2-methoxyiminoacetamido]-3-cephem-4-carboxylic acid (syn isomer, 8.6 g) and 2-n-nonanoyloxy-1-n-nonanoyloxymethylethanol (7.8 g) in a mixture of dry pyridine (80 ml) and dry tetrahydrofuran (25 ml) at 3° C., and then stirred at 0° to 5° C. for 4 hours and allowed to stand at room temperature overnight. The resultant mixture was poured into ice water (450 ml) and extracted with ethyl acetate (450 ml...